describe an organic reaction: reactants, conditions, products, and yield From a dataset of the Open Reaction Database (ORD), a public repository of structured organic reaction records. Starting materials: ClC1=NC(=NC(=N1)Cl)NCC1=CC=C(C=C1)OC (2,4-dichloro-6-(4-methoxybenzylamino)-1,3,5-triazine), NCCO (2-aminoethanol), C([O-])([O-])=O.[K+].[K+] (potassium carbonate). The solvent is C(C)O (ethanol). Run at temperature 45 celsius, time 1 day. Yields the product ClC1=NC(=NC(=N1)NCCO)NCC1=CC=C(C=C1)OC (2-Chloro-4-(2-hydroxyethylamino)-6-(4-methoxybenzylamino)-1,3,5-triazine). As a reaction SMILES: Cl[C:2]1[N:7]=[C:6]([Cl:8])[N:5]=[C:4]([NH:9][CH2:10][C:11]2[CH:16]=[CH:15][C:14]([O:17][CH3:18])=[CH:13][CH:12]=2)[N:3]=1.[NH2:19][CH2:20][CH2:21][OH:22].C(=O)([O-])[O-].[K+].[K+]>C(O)C>[Cl:8][C:6]1[N:7]=[C:2]([NH:19][CH2:20][CH2:21][OH:22])[N:3]=[C:4]([NH:9][CH2:10][C:11]2[CH:16]=[CH:15][C:14]([O:17][CH3:18])=[CH:13][CH:12]=2)[N:5]=1 |f:2.3.4|. Procedure details: A 1.43 g (5.01 mmol) portion of 2,4-dichloro-6-(4-methoxybenzylamino)-1,3,5-triazine was suspended in 100 ml of ethanol, mixed with 303 μl (5.01 mmol) of 2-aminoethanol and 693 mg of potassium carbonate and stirred at 45° C. for 1 day. After evaporation of the solvent under a reduced pressure, water was added to the residue and the resulting precipitate was collected by filtration to obtain 1.56 g (quantitative) of the title compound as a white powder. Starting materials: C(#N)C=1C(=C(C(=C(C(=O)O)C1I)I)C(=O)O)I (5-cyano-2,4,6-triiodoisophthalic acid), [OH-].[Na+] (sodium hydroxide), Cl (hydrochloric acid). Run in O (water). The product is C(N)(=O)C=1C(=C(C(=C(C(=O)O)C1I)I)C(=O)O)I (5-carbamoyl-2,4,6-triiodoisophthalic acid). Reaction SMILES: [C:1]([C:3]1[C:4]([I:17])=[C:5]([C:14]([OH:16])=[O:15])[C:6]([I:13])=[C:7]([C:11]=1[I:12])[C:8]([OH:10])=[O:9])#[N:2].[OH-:18].[Na+].Cl>O>[C:1]([C:3]1[C:11]([I:12])=[C:7]([C:8]([OH:10])=[O:9])[C:6]([I:13])=[C:5]([C:4]=1[I:17])[C:14]([OH:16])=[O:15])(=[O:18])[NH2:2] |f:1.2|. Reported procedure: 100 g of 5-cyano-2,4,6-triiodoisophthalic acid is suspended in 400 ml of water and dissolved by adding 20 g of sodium hydroxide. The solution is maintained at +60° C. for 3 hours, then poured under agitation into 60 ml of concentrated hydrochloric acid. After several hours of stirring in an ice bath, the precipitate is vacuum-filtered, washed with a small amount of ice-cooled water, and dried at 50° C., thus obtaining 98 g (=95% of theory) or 5-carbamoyl-2,4,6-triiodoisophthalic acid having a de... Starting materials: O1CCCC1 (tetrahydrofuran), ClC1=CC=CC(=N1)N (6-chloro-2-pyridinylamine), N1CCNCC1 (piperazine), CC(C)([O-])C.[Na+] (sodium tert-butoxide). Reagents/catalysts: CC1=C([P](C2=C(C)C=CC=C2)([Pd]([P](C3=C(C)C=CC=C3)(C4=C(C)C=CC=C4)C(C=CC=C5)=C5C)(Cl)Cl)C6=C(C)C=CC=C6)C=CC=C1 (bis-(tri-o-tolylphosphine)palladium(II) dichloride). The solvent is C1(=CC(=CC=C1)C)C (m-xylene). The product is NC1=NC(=CC=C1)N1CCNCC1 (2-amino-6-(piperazin-1-yl)pyridine). Yield: 5.3%. As a reaction SMILES: Cl[C:2]1[N:7]=[C:6]([NH2:8])[CH:5]=[CH:4][CH:3]=1.[NH:9]1[CH2:14][CH2:13][NH:12][CH2:11][CH2:10]1.CC(C)([O-])C.[Na+].O1CCCC1>C1(C)C=CC=C(C)C=1.CC1C=CC=CC=1[P](C1C=CC=CC=1C)([Pd](Cl)(Cl)[P](C1=C(C)C=CC=C1)(C1C=CC=CC=1C)C1C=CC=CC=1C)C1C=CC=CC=1C>[NH2:8][C:6]1[CH:5]=[CH:4][CH:3]=[C:2]([N:9]2[CH2:14][CH2:13][NH:12][CH2:11][CH2:10]2)[N:7]=1 |f:2.3,^1:40,51|. Procedure details: To a solution of 6-chloro-2-pyridinylamine (406 mg, 3.16 mmol) and piperazine (381 mg, 4.42 mmol) in m-xylene (10 ml), were added sodium tert-butoxide (425 mg, 4.42 mmol) and bis-(tri-o-tolylphosphine)palladium(II) dichloride (124 mg, 0.158 mmol). The mixture was heated at reflux under N2 for 24 h. The reaction was cooled down and tetrahydrofuran (THF, 10 ml) added, and the mixture was filtered on a celite pad. The filtrate was evaporated and purified via flash chromatography (CH2Cl2/MeOH/NH4OH)... Reactants: BrCC1CC1 ((bromomethyl)cyclopropane), [H-].[Na+] (NaH), ClC=1N=NC=C(C1O)OC (3-Chloro-5-methoxypyridazin-4-ol). The reagents and catalysts are [I-].C(CCC)[N+](CCCC)(CCCC)CCCC (tetrabutylammoniumiodide). The solvent is CN(C)C=O (DMF), O (water). Run at time 30 minute. Product: ClC1=NN(C=C(C1=O)OC)CC1CC1 (3-chloro-1-(cyclopropylmethyl)-5-methoxypyridazin-4(1H)-one). As a reaction SMILES: [Cl:1][C:2]1[N:3]=[N:4][CH:5]=[C:6]([O:9][CH3:10])[C:7]=1[OH:8].[H-].[Na+].Br[CH2:14][CH:15]1[CH2:17][CH2:16]1>CN(C=O)C.[I-].C([N+](CCCC)(CCCC)CCCC)CCC.O>[Cl:1][C:2]1[C:7](=[O:8])[C:6]([O:9][CH3:10])=[CH:5][N:4]([CH2:14][CH:15]2[CH2:17][CH2:16]2)[N:3]=1 |f:1.2,5.6|. Reported procedure: 3-Chloro-5-methoxypyridazin-4-ol (0.20 g) was dissolved in DMF (3.1 mL), NaH (0.0595 g, 60%, in oil) and tetrabutylammoniumiodide (0.0916 g) were added at 0° C., and the mixture was stirred at the same temperature for 30 min. To the reaction mixture was added (bromomethyl)cyclopropane (0.138 mL) at 0° C., and the mixture was stirred at 0° C. for 2.5 hr, at room temperature for 1 day and at 40° C. for 20 hr. The reaction mixture was diluted with water, extracted with ethyl acetate, washed with sa... Starting materials: NC=1NCC(CN1)C(=O)O (2-Amino-1,4,5,6-tetrahydropyrimidine-5-carboxylic acid), S(=O)(Cl)Cl (thionyl chloride), CO (methanol). Yields the product Cl.NC=1NCC(CN1)C(=O)OC (2-amino-5-methyloxycarbonyl-1,4,5,6-tetrahydropyrimidine hydrochloride). Reaction SMILES: [NH2:1][C:2]1[NH:3][CH2:4][CH:5]([C:8]([OH:10])=[O:9])[CH2:6][N:7]=1.S(Cl)([Cl:13])=O.[CH3:15]O>>[ClH:13].[NH2:1][C:2]1[NH:7][CH2:6][CH:5]([C:8]([O:10][CH3:15])=[O:9])[CH2:4][N:3]=1 |f:3.4|. Reported procedure: 2-Amino-1,4,5,6-tetrahydropyrimidine-5-carboxylic acid (0.1 g, 0.5 mmol) and thionyl chloride (0.2 mL, 1.4 mmol) were refluxed in methanol for 24 h, and then evaporated to dryness in vacuo to give 2-amino-5-methyloxycarbonyl-1,4,5,6-tetrahydropyrimidine hydrochloride. 2-Amino-5-methyloxycarbonyl-1,4,5,6-tetrahydropyrimidine hydrochloride (0.1 g, 0.6 mmol) and N,N-dimethylhydrazine 98% (0.4 mL, 5.3 mmol) were refluxed in anhydrous methanol (20 mL) for 2 h, then evaporated to dryness in vacuo to g... Product: COC1=CC=C(C=C1)NS(=O)(=O)C1=CC=C(C(=O)O)C=C1 (4-(N-(4-methoxyphenyl)sulfamoyl)benzoic acid). Procedure: 4-(chlorosulfonyl)benzoic acid (573 mg, 2.60 mmol) was treated with 4-methoxyaniline (800 mg, 6.5 mmol) using method A to give 4-(N-(4-methoxyphenyl)sulfamoyl)benzoic acid as an off white solid. Yield: 528 mg (66%). 1H-NMR: 10.05 (s, 1H), 6.96 (d, J=8.5 Hz, 2H), 6.80 (d, J=8.5 Hz, 2H), 6.96 (d, J=9.0 Hz, 2H), 6.80 (d, J=9.0 Hz, 2H), 3.67 (s, 3H). Reaction SMILES: Cl[S:2]([C:5]1[CH:13]=[CH:12][C:8]([C:9]([OH:11])=[O:10])=[CH:7][CH:6]=1)(=[O:4])=[O:3].[CH3:14][O:15][C:16]1[CH:22]=[CH:21][C:19]([NH2:20])=[CH:18][CH:17]=1>>[CH3:14][O:15][C:16]1[CH:22]=[CH:21][C:19]([NH:20][S:2]([C:5]2[CH:13]=[CH:12][C:8]([C:9]([OH:11])=[O:10])=[CH:7][CH:6]=2)(=[O:4])=[O:3])=[CH:18][CH:17]=1. Starting materials: ClS(=O)(=O)C1=CC=C(C(=O)O)C=C1 (4-(chlorosulfonyl)benzoic acid), COC1=CC=C(N)C=C1 (4-methoxyaniline). Reactants: C(C1=CC=CC=C1)OC=1C=CC=2C3=C(C=NC2C1)N=C(N3C)C (7-benzyloxy-1,2-dimethyl-1H-imidazo[4,5-c]quinoline), C(OCC)(OCC)OCC (triethyl orthoformate), C(CCCC)(OC)(OC)OC (trimethyl orthovalerate). The reagents and catalysts are [Pd] (palladium on carbon). Solvent: C(C)O (ethanol). Yields the product C(C1=CC=CC=C1)OC=1C=CC=2C3=C(C=NC2C1)N=C(N3C)C (7-Benzyloxy-1,2-dimethyl-1H-imidazo[4,5-c]quinoline), CN1C(=NC=2C=NC=3C=CC(=CC3C21)O)C (1,2-dimethyl-1H-imidazo[4,5-c]quinolin-8-ol). As a reaction SMILES: C([O:8][CH2:9][CH3:10])(OCC)OCC.C(OC)(OC)(OC)CCCC.[CH2:22]([O:29][C:30]1[CH:31]=[CH:32][C:33]2[C:34]3[N:42]([CH3:43])[C:41]([CH3:44])=[N:40][C:35]=3[CH:36]=[N:37][C:38]=2[CH:39]=1)[C:23]1[CH:28]=[CH:27][CH:26]=[CH:25][CH:24]=1>C(O)C.[Pd]>[CH2:22]([O:29][C:30]1[CH:31]=[CH:32][C:33]2[C:34]3[N:42]([CH3:43])[C:41]([CH3:44])=[N:40][C:35]=3[CH:36]=[N:37][C:38]=2[CH:39]=1)[C:23]1[CH:24]=[CH:25][CH:26]=[CH:27][CH:28]=1.[CH3:43][N:42]1[C:34]2[C:33]3[CH:10]=[C:9]([OH:8])[CH:30]=[CH:39][C:38]=3[N:37]=[CH:36][C:35]=2[N:40]=[C:41]1[CH3:44]. Reported procedure: 7-Benzyloxy-1,2-dimethyl-1H-imidazo[4,5-c]quinoline was prepared according to the methods described in Parts A-C of Example 31. In Part C, triethyl orthoformate was used in lieu of trimethyl orthovalerate. A solution of 7-benzyloxy-1,2-dimethyl-1H-imidazo[4,5-c]quinoline in ethanol was added to a Parr vessel with 10% palladium on carbon. The reaction was placed under hydrogen pressure (35 psi, 2.4×105 Pa) for 20 hours. The reaction mixture was then filtered through a layer of CELITE filter aid, ...